describe an organic reaction: reactants, conditions, products, and yield From a dataset of the Open Reaction Database (ORD), a public repository of structured organic reaction records. The reactants are Cc1cc(C#N)ccc1-c1ccc(CN(CCC(C)C)C(=O)OC(C)(C)C)c(Cl)c1, O=C([O-])[O-], CS(C)=O, [K+], [K+], O, OO. Product: Cc1cc(C(N)=O)ccc1-c1ccc(CN(CCC(C)C)C(=O)OC(C)(C)C)c(Cl)c1. Reaction SMILES: [C:1]([CH3:2])([CH3:3])([CH3:4])[O:5][C:6]([N:7]([CH2:8][CH2:9][CH:10]([CH3:11])[CH3:12])[CH2:13][c:14]1[c:15]([Cl:29])[cH:16][c:17](-[c:20]2[c:21]([CH3:28])[cH:22][c:23]([C:26]#[N:27])[cH:24][cH:25]2)[cH:18][cH:19]1)=[O:30].[C:31]([O-:32])(=[O:33])[O-:34].[CH3:39][S:40](=[O:41])[CH3:42].[K+:35].[K+:36].[OH2:43].[OH:37][OH:38]>>[C:1]([CH3:2])([CH3:3])([CH3:4])[O:5][C:6]([N:7]([CH2:8][CH2:9][CH:10]([CH3:11])[CH3:12])[CH2:13][c:14]1[c:15]([Cl:29])[cH:16][c:17](-[c:20]2[c:21]([CH3:28])[cH:22][c:23]([C:26]([NH2:27])=[O:32])[cH:24][cH:25]2)[cH:18][cH:19]1)=[O:30].